Dataset: the Open Reaction Database (ORD), a public repository of structured organic reaction records. Task: describe an organic reaction: reactants, conditions, products, and yield Starting materials: CN1CCNCC1 (N-Methylpiperazine), R(+)-bis(diphenylphosphino)-1,1'-binaphthyl, tetrakis(dibenzylideneacetone)dipalladium (0), CC(C)([O-])C.[Na+] (sodium t-butoxide), BrC=1C=CC=C2CCC3(CC12)OCCO3 (8'-Bromo-3',4'-dihydrospiro-[1,3-dioxolane-2,2'(1H)-naphthalene]), C(C)(=O)OCC (ethyl acetate). Run in C1(=CC=CC=C1)C (toluene), N (ammonia), N (NH3). Run at temperature 85 celsius, time 2.5 hour. Product: CN1CCN(CC1)C=1C=CC=C2CCC3(CC12)OCCO3 (3',4'-Dihydro-8'-[4-methyl(piperazin-1-yl)]-spiro-[1,3-dioxolane-2,2'(1H)-naphthalene]). The yield is 86.7%. Reaction SMILES: Br[C:2]1[CH:3]=[CH:4][CH:5]=[C:6]2[C:11]=1[CH2:10][C:9]1([O:15][CH2:14][CH2:13][O:12]1)[CH2:8][CH2:7]2.[CH3:16][N:17]1[CH2:22][CH2:21][NH:20][CH2:19][CH2:18]1.CC(C)([O-])C.[Na+].C(OCC)(=O)C>C1(C)C=CC=CC=1.N>[CH3:16][N:17]1[CH2:22][CH2:21][N:20]([C:2]2[CH:3]=[CH:4][CH:5]=[C:6]3[C:11]=2[CH2:10][C:9]2([O:15][CH2:14][CH2:13][O:12]2)[CH2:8][CH2:7]3)[CH2:19][CH2:18]1 |f:2.3|. Procedure details: 8'-Bromo-3',4'-dihydrospiro-[1,3-dioxolane-2,2'(1H)-naphthalene] (6.0 g, 22 mmol; described in Sunkyung L.; Stewart P. F.; David E. N. Synth. Commun. 1995, 25 (18), 2775-2780) was dissolved in toluene (180 mL) and flushed with argon. N-Methylpiperazine (3.0 mL, 27 mmol), R(+)-bis(diphenylphosphino)-1,1'-binaphthyl (830 mg, 1.3 mmol), tetrakis(dibenzylideneacetone)dipalladium (0) (510 mg, 0.45 mmol) and sodium t-butoxide (3.0 g, 31 mmol) were added and the reaction mixture was stirred at 85° C. f... Reactants: COC1=CC=C(C=C1)S (4-Methoxybenzenethiol), BrC1=CC(=C(C=C1)C1=CC=C(C=C1)CCC1(COC(OC1)(C)C)NC(C)=O)F (N-{5-[2-(4′-bromo-2′-fluorobiphenyl-4-yl)ethyl]-2,2-dimethyl-1,3-dioxan-5-yl}acetamide), COC1=CC=C(C=C1)S (4-methoxybenzenethiol), C(C)(C)N(CC)C(C)C (diisopropylethylamine), O (Water). Reagents/catalysts: C1=CC=C(C=C1)/C=C/C(=O)/C=C/C2=CC=CC=C2.C1=CC=C(C=C1)/C=C/C(=O)/C=C/C2=CC=CC=C2.C1=CC=C(C=C1)/C=C/C(=O)/C=C/C2=CC=CC=C2.C(Cl)(Cl)Cl.[Pd].[Pd] (tris(dibenzylideneacetone)dipalladium(0) chloroform adduct), CC1(C2=C(C(=CC=C2)P(C3=CC=CC=C3)C4=CC=CC=C4)OC5=C(C=CC=C51)P(C6=CC=CC=C6)C7=CC=CC=C7)C (Xantphos), C1=CC=C(C=C1)/C=C/C(=O)/C=C/C2=CC=CC=C2.C1=CC=C(C=C1)/C=C/C(=O)/C=C/C2=CC=CC=C2.C1=CC=C(C=C1)/C=C/C(=O)/C=C/C2=CC=CC=C2.C(Cl)(Cl)Cl.[Pd].[Pd] (tris(dibenzylideneacetone)dipalladium(0) chloroform adduct), C1(=CC=CC=C1)P(C1=CC=CC=2C(C3=CC=CC(=C3OC12)P(C1=CC=CC=C1)C1=CC=CC=C1)(C)C)C1=CC=CC=C1 (4,5-bis(diphenylphosphino)-9,9-dimethylxanthene). Solvent: O1CCOCC1 (1,4-dioxane). Product: FC1=C(C=CC(=C1)SC1=CC=C(C=C1)OC)C1=CC=C(C=C1)CCC1(COC(OC1)(C)C)NC(C)=O (N-(5-{2-[2′-fluoro-4′-(4-methoxyphenylthio)biphenyl-4-yl]ethyl}-2,2-dimethyl-1,3-dioxan-5-yl)acetamide). Isolated yield 114.4%. As a reaction SMILES: Br[C:2]1[CH:7]=[CH:6][C:5]([C:8]2[CH:13]=[CH:12][C:11]([CH2:14][CH2:15][C:16]3([NH:24][C:25](=[O:27])[CH3:26])[CH2:21][O:20][C:19]([CH3:23])([CH3:22])[O:18][CH2:17]3)=[CH:10][CH:9]=2)=[C:4]([F:28])[CH:3]=1.[CH3:29][O:30][C:31]1[CH:36]=[CH:35][C:34]([SH:37])=[CH:33][CH:32]=1.C(N(C(C)C)CC)(C)C.O>O1CCOCC1.C1C=CC(/C=C/C(/C=C/C2C=CC=CC=2)=O)=CC=1.C1C=CC(/C=C/C(/C=C/C2C=CC=CC=2)=O)=CC=1.C1C=CC(/C=C/C(/C=C/C2C=CC=CC=2)=O)=CC=1.C(Cl)(Cl)Cl.[Pd].[Pd].C1(P(C2C=CC=CC=2)C2C3OC4C(=CC=CC=4P(C4C=CC=CC=4)C4C=CC=CC=4)C(C)(C)C=3C=CC=2)C=CC=CC=1>[F:28][C:4]1[CH:3]=[C:2]([S:37][C:34]2[CH:35]=[CH:36][C:31]([O:30][CH3:29])=[CH:32][CH:33]=2)[CH:7]=[CH:6][C:5]=1[C:8]1[CH:13]=[CH:12][C:11]([CH2:14][CH2:15][C:16]2([NH:24][C:25](=[O:27])[CH3:26])[CH2:21][O:20][C:19]([CH3:23])([CH3:22])[O:18][CH2:17]2)=[CH:10][CH:9]=1 |f:5.6.7.8.9.10|. Procedure: A solution of N-{5-[2-(4′-bromo-2′-fluorobiphenyl-4-yl)ethyl]-2,2-dimethyl-1,3-dioxan-5-yl}acetamide (170 mg) of Reference Example 10, 4-methoxybenzenethiol (53 mg), diisopropylethylamine (98 mg), tris(dibenzylideneacetone)dipalladium(0) chloroform adduct (9.8 mg) and 4,5-bis(diphenylphosphino)-9,9-dimethylxanthene (Xantphos) (11.2 mg) in 1,4-dioxane (1.5 mL) was heated under reflux for 9 hr under a nitrogen atmosphere. 4-Methoxybenzenethiol (11 mg), tris(dibenzylideneacetone)dipalladium(0) chlo... The reactants are C1(CCCCC1)P(C1=C(C=CC=C1)C1=C(C=C(C=C1C(C)C)C(C)C)C(C)C)C1CCCCC1 (dicyclohexyl(2′,4′,6′-triisopropylbiphenyl-2-yl)phosphine), O1CCN(CC1)C1=NC=C(C=C1N)N1CCOCC1 (2,5-dimorpholinopyridin-3-amine), ClC1=C(C(=NC2=CC(=CC(=C12)F)F)C1=C2C=CNC2=CC=C1)C (4-chloro-5,7-difluoro-2-(1H-indol-4-yl)-3-methylquinoline), CC(C)([O-])C.[Na+] (sodium t-butoxide). The reagents and catalysts are C=1C=CC(=CC1)/C=C/C(=O)/C=C/C2=CC=CC=C2.C=1C=CC(=CC1)/C=C/C(=O)/C=C/C2=CC=CC=C2.C=1C=CC(=CC1)/C=C/C(=O)/C=C/C2=CC=CC=C2.[Pd].[Pd] (Pd2dba3). Run in O (water), C1(=CC=CC=C1)C (toluene). Reaction conditions: temperature 120 celsius, time 7 hour. Yields the product N1(CCOCC1)C1=NC=C(C=C1NC1=C(C(=NC2=CC(=CC(=C12)F)F)C1=C2C=CNC2=CC=C1)C)N1CCOCC1 (N-(2,5-di(4-morpholinyl)-3-pyridinyl)-5,7-difluoro-2-(1H-indol-4-yl)-3-methyl-4-quinolinamine). As a reaction SMILES: C1(P(C2CCCCC2)C2C=CC=CC=2C2C(C(C)C)=CC(C(C)C)=CC=2C(C)C)CCCCC1.[O:35]1[CH2:40][CH2:39][N:38]([C:41]2[C:46]([NH2:47])=[CH:45][C:44]([N:48]3[CH2:53][CH2:52][O:51][CH2:50][CH2:49]3)=[CH:43][N:42]=2)[CH2:37][CH2:36]1.Cl[C:55]1[C:64]2[C:59](=[CH:60][C:61]([F:66])=[CH:62][C:63]=2[F:65])[N:58]=[C:57]([C:67]2[CH:75]=[CH:74][CH:73]=[C:72]3[C:68]=2[CH:69]=[CH:70][NH:71]3)[C:56]=1[CH3:76].CC(C)([O-])C.[Na+]>C1(C)C=CC=CC=1.O.C1C=CC(/C=C/C(/C=C/C2C=CC=CC=2)=O)=CC=1.C1C=CC(/C=C/C(/C=C/C2C=CC=CC=2)=O)=CC=1.C1C=CC(/C=C/C(/C=C/C2C=CC=CC=2)=O)=CC=1.[Pd].[Pd]>[N:38]1([C:41]2[C:46]([NH:47][C:55]3[C:64]4[C:59](=[CH:60][C:61]([F:66])=[CH:62][C:63]=4[F:65])[N:58]=[C:57]([C:67]4[CH:75]=[CH:74][CH:73]=[C:72]5[C:68]=4[CH:69]=[CH:70][NH:71]5)[C:56]=3[CH3:76])=[CH:45][C:44]([N:48]3[CH2:49][CH2:50][O:51][CH2:52][CH2:53]3)=[CH:43][N:42]=2)[CH2:39][CH2:40][O:35][CH2:36][CH2:37]1 |f:3.4,7.8.9.10.11|. Reported procedure: To a stirred solution of dicyclohexyl(2′,4′,6′-triisopropylbiphenyl-2-yl)phosphine (0.023 g, 0.049 mmol), 2,5-dimorpholinopyridin-3-amine (0.096 g, 0.37 mmol), 4-chloro-5,7-difluoro-2-(1H-indol-4-yl)-3-methylquinoline (0.1 g, 0.30 mmol) and Pd2dba3 (0.011 g, 0.012 mmol) in toluene (3.04 mL) was added sodium t-butoxide (0.073 g, 0.760 mmol). The reaction mixture was heated to 120° C. and stirring continued for 7 h. The reaction was cooled to rt and diluted with water (15 mL). The mixture was extr... Starting materials: O=C([O-])[O-], Cc1cc(C#N)cc(C(=O)c2[nH]c(=O)[nH]c(=O)c2C(C)C)c1, CC(C)I, [K+], [K+], CN(C)C=O. The product is Cc1cc(C#N)cc(C(=O)c2c(C(C)C)c(=O)[nH]c(=O)n2C(C)C)c1. RXN SMILES: [C:23](=[O:24])([O-:25])[O-:26].[CH:1]([CH3:2])([CH3:3])[c:4]1[c:5]([C:12](=[O:13])[c:14]2[cH:15][c:16]([C:17]#[N:18])[cH:19][c:20]([CH3:22])[cH:21]2)[nH:6][c:7](=[O:11])[nH:8][c:9]1=[O:10].[I:29][CH:30]([CH3:31])[CH3:32].[K+:27].[K+:28].[O:33]=[CH:34][N:35]([CH3:36])[CH3:37]>>[CH:1]([CH3:2])([CH3:3])[c:4]1[c:5]([C:12](=[O:13])[c:14]2[cH:15][c:16]([C:17]#[N:18])[cH:19][c:20]([CH3:22])[cH:21]2)[n:6]([CH:30]([CH3:31])[CH3:32])[c:7](=[O:11])[nH:8][c:9]1=[O:10]. Starting materials: C(C)(=O)OC(C)=O (acetic anhydride), COC1=CC=C(C=C1)C(=C)C1=CC=C(C=C1)N1CCCC1 (1-(p-methoxyphenyl)-1-(p-pyrrolidinophenyl)ethylene), ClC=1C(=C(C(=C2C1C(=O)OC2=O)Cl)Cl)Cl (tetrachlorophthalic anhydride), [OH-].[Na+] (sodium hydroxide). Conditions: temperature 120 celsius, time 6 hour. Yields the product N1(CCCC1)C1=CC=C(C=C1)C(=CC1(OC(=O)C2=C(C(=C(C(=C12)Cl)Cl)Cl)Cl)C=C(C1=CC=C(C=C1)N1CCCC1)C1=CC=C(C=C1)OC)C1=CC=C(C=C1)OC (3,3-bis[2-(p-pyrrolidinophenyl)-2-(p-methoxyphenyl)ethenyl]-4,5,6,7-tetrachlorophthalide). Yield: 85.2%. RXN SMILES: [C:1]([O:4][C:5](=O)[CH3:6])(=O)C.[CH3:8][O:9][C:10]1[CH:15]=[CH:14][C:13]([C:16]([C:18]2[CH:23]=[CH:22][C:21]([N:24]3[CH2:28][CH2:27][CH2:26][CH2:25]3)=[CH:20][CH:19]=2)=[CH2:17])=[CH:12][CH:11]=1.[Cl:29][C:30]1[C:31]([Cl:43])=[C:32]([Cl:42])[C:33]([Cl:41])=[C:34]2[C:39](=O)[O:38][C:36](=[O:37])[C:35]=12.[OH-].[Na+]>O.ClC1C=CC=CC=1Cl>[N:24]1([C:21]2[CH:22]=[CH:23][C:18]([C:16]([C:13]3[CH:14]=[CH:15][C:10]([O:9][CH3:8])=[CH:11][CH:12]=3)=[CH:17][C:39]3([CH:17]=[C:16]([C:13]4[CH:14]=[CH:6][C:5]([O:4][CH3:1])=[CH:11][CH:12]=4)[C:18]4[CH:23]=[CH:22][C:21]([N:24]5[CH2:28][CH2:27][CH2:26][CH2:25]5)=[CH:20][CH:19]=4)[C:34]4[C:35](=[C:30]([Cl:29])[C:31]([Cl:43])=[C:32]([Cl:42])[C:33]=4[Cl:41])[C:36](=[O:37])[O:38]3)=[CH:19][CH:20]=2)[CH2:28][CH2:27][CH2:26][CH2:25]1 |f:3.4|. Reported procedure: Into a mixture of 25 ml of acetic anhydride and 75 ml of o-dichlorobenzene, 14.0 g of 1-(p-methoxyphenyl)-1-(p-pyrrolidinophenyl)ethylene (m.p. 115°-118° C.) and 21.5 g of tetrachlorophthalic anhydride were added and the mixture was stirred for 6 hours at 120° C. Into 200 ml of water the reaction mixture was added and after making the mixture alkaline by adding sodium hydroxide, the alkaline reaction mixture was extracted with 70 ml of toluene. The solid matter obtained by evaporating toluene fr... Solvent: ClC1=C(C=CC=C1)Cl (o-dichlorobenzene), O (water). Starting materials: NCCNC(=O)C1=NC(=NC=C1)NCC(CN1CCN(CC1)C1=C(C=CC(=C1)Cl)OC)O ((±)-N-(2-aminoethyl)-2-[[3-[4-(5-chloro-2-methoxyphenyl) piperazin-1-yl]-2-hydroxypropyl]amino]pyrimidine-4-carboxamide), ClC1=NC=CC(=N1)C(=O)N (2-chloropyrimidine-4-carboxamide), C([O-])([O-])=O.[K+].[K+] (potassium carbonate). Run in C(C)#N (acetonitrile). Product: NC(=O)C1=NC(=NC=C1)NCCNC(=O)C1=NC(=NC=C1)NCC(CN1CCN(CC1)C1=C(C=CC(=C1)Cl)OC)O ((±)-N-[2-[[4-(Aminocarbonyl)pyrimidin-2-yl]amino]ethyl]-2-[[3-[4 -(5-chloro-2-methoxyphenyl)-piperazin-1-yl]-2-hydroxypropyl]amino]pyrimidine-4-carboxamide). RXN SMILES: [NH2:1][CH2:2][CH2:3][NH:4][C:5]([C:7]1[CH:12]=[CH:11][N:10]=[C:9]([NH:13][CH2:14][CH:15]([OH:32])[CH2:16][N:17]2[CH2:22][CH2:21][N:20]([C:23]3[CH:28]=[C:27]([Cl:29])[CH:26]=[CH:25][C:24]=3[O:30][CH3:31])[CH2:19][CH2:18]2)[N:8]=1)=[O:6].Cl[C:34]1[N:39]=[C:38]([C:40]([NH2:42])=[O:41])[CH:37]=[CH:36][N:35]=1.C(=O)([O-])[O-].[K+].[K+]>C(#N)C>[NH2:42][C:40]([C:38]1[CH:37]=[CH:36][N:35]=[C:34]([NH:1][CH2:2][CH2:3][NH:4][C:5]([C:7]2[CH:12]=[CH:11][N:10]=[C:9]([NH:13][CH2:14][CH:15]([OH:32])[CH2:16][N:17]3[CH2:22][CH2:21][N:20]([C:23]4[CH:28]=[C:27]([Cl:29])[CH:26]=[CH:25][C:24]=4[O:30][CH3:31])[CH2:19][CH2:18]3)[N:8]=2)=[O:6])[N:39]=1)=[O:41] |f:2.3.4|. Reported procedure: 2.32 g (4.96 mmol) of (±)-N-(2-aminoethyl)-2-[[3-[4-(5-chloro-2-methoxyphenyl) piperazin-1-yl]-2-hydroxypropyl]amino]pyrimidine-4-carboxamide, 0.8 g (5.1mmol) of 2-chloropyrimidine-4-carboxamide and 1 g (7.2 mmol) of potassium carbonate are introduced, under an argon atmosphere, into 150 ml of acetonitrile in a 0.5 l round-bottomed flask and the mixture is heated at reflux for 17 h. Reactants: C(C)N1CCC2=CC(=CC=C12)S(=O)(=O)N (1-ethylindoline-5-sulfonamide), ClCC(=O)N1CCC2=CC(=CC=C12)S(=O)(=O)N (1-(2-chloroacetyl)indoline-5-sulfonamide), ClCC(=O)N1CCC2=CC(=CC=C12)S(=O)(=O)N (1-(2-chloroacetyl)indoline-5-sulfonamide). Product: ClCCN1CCC2=CC(=CC=C12)S(=O)(=O)N (1-(2-Chloroethyl)indoline-5-sulfonamide). Yield: 78.8%. As a reaction SMILES: C(N1C2C(=CC(S(N)(=O)=O)=CC=2)CC1)C.[Cl:16][CH2:17][C:18]([N:20]1[C:28]2[C:23](=[CH:24][C:25]([S:29]([NH2:32])(=[O:31])=[O:30])=[CH:26][CH:27]=2)[CH2:22][CH2:21]1)=O>>[Cl:16][CH2:17][CH2:18][N:20]1[C:28]2[C:23](=[CH:24][C:25]([S:29]([NH2:32])(=[O:30])=[O:31])=[CH:26][CH:27]=2)[CH2:22][CH2:21]1. Procedure details: Following a procedure analogous to that for the synthesis of Intermediate 53, 1-(2-chloroacetyl)indoline-5-sulfonamide (Intermediate 75A, 400 mg, 1.46 mmol) was converted to the title compound (300 mg, 79%). 1H NMR (DMSO-d6) δ 7.45 (dd, J=8.3, 1.9 Hz, 1H), 7.41 (br s, 1H), 6.91 (s, 2H), 6.56 (d, J=8.4 Hz, 1H), 3.83-3.80 (m, 2H), 3.60-3.51 (m, 4H), 2.99 (t, J=8.7 Hz, 2H); MS(ESI+) m/z 261.2 (M+H)+. Starting materials: ClCCl, COc1ccccc1CN, Cl, CC(CN1CCCC1)N1c2ccccc2Sc2ccc(C(=O)Cl)cc21. Product: COc1ccccc1CNC(=O)c1ccc2c(c1)N(C(C)CN1CCCC1)c1ccccc1S2. Reaction SMILES: [CH2:37]([Cl:38])[Cl:39].[CH3:1][O:2][c:3]1[c:4]([CH2:5][NH2:6])[cH:7][cH:8][cH:9][cH:10]1.[ClH:11].[N:12]1([CH2:17][CH:18]([CH3:19])[N:20]2[c:21]3[cH:22][cH:23][cH:24][cH:25][c:26]3[S:27][c:28]3[cH:29][cH:30][c:31]([C:34](=[O:35])[Cl:36])[cH:32][c:33]32)[CH2:13][CH2:14][CH2:15][CH2:16]1>>[CH3:1][O:2][c:3]1[c:4]([CH2:5][NH:6][C:34]([c:31]2[cH:30][cH:29][c:28]3[c:33]([cH:32]2)[N:20]([CH:18]([CH2:17][N:12]2[CH2:13][CH2:14][CH2:15][CH2:16]2)[CH3:19])[c:21]2[cH:22][cH:23][cH:24][cH:25][c:26]2[S:27]3)=[O:35])[cH:7][cH:8][cH:9][cH:10]1.